Dataset: the Open Reaction Database (ORD), a public repository of structured organic reaction records. Task: describe an organic reaction: reactants, conditions, products, and yield The reactants are CC(O)C(=O)O, Clc1nc(N2CCOCC2)c2sc(CN3CCNCC3)cc2n1. Yields the product CC(O)C(=O)N1CCN(Cc2cc3nc(Cl)nc(N4CCOCC4)c3s2)CC1. Reaction SMILES: [CH3:24][CH:25]([OH:26])[C:27]([OH:28])=[O:29].[Cl:1][c:2]1[n:3][c:4]([N:18]2[CH2:19][CH2:20][O:21][CH2:22][CH2:23]2)[c:5]2[c:6]([n:7]1)[cH:8][c:9]([CH2:11][N:12]1[CH2:13][CH2:14][NH:15][CH2:16][CH2:17]1)[s:10]2>>[Cl:1][c:2]1[n:3][c:4]([N:18]2[CH2:19][CH2:20][O:21][CH2:22][CH2:23]2)[c:5]2[c:6]([n:7]1)[cH:8][c:9]([CH2:11][N:12]1[CH2:13][CH2:14][N:15]([C:27]([CH:25]([CH3:24])[OH:26])=[O:28])[CH2:16][CH2:17]1)[s:10]2.